Dataset: the Open Reaction Database (ORD), a public repository of structured organic reaction records. Task: describe an organic reaction: reactants, conditions, products, and yield Starting materials: ClC1=C2C=CNC2=C(C=C1)[N+](=O)[O-] (4-chloro-7-nitroindole), [OH-].[Na+] (sodium hydroxide). The reagents and catalysts are [Pd] (palladium on charcoal). Solvent: CO (methanol). Run at time 2 hour. Product: NC=1C=CC=C2C=CNC12 (7-aminoindole). Isolated yield 43.0%. Reaction SMILES: Cl[C:2]1[CH:10]=[CH:9][C:8]([N+:11]([O-])=O)=[C:7]2[C:3]=1[CH:4]=[CH:5][NH:6]2.[OH-].[Na+]>[Pd].CO>[NH2:11][C:8]1[CH:9]=[CH:10][CH:2]=[C:3]2[C:7]=1[NH:6][CH:5]=[CH:4]2 |f:1.2|. Procedure details: To a slurry of 1.96 g. of 4-chloro-7-nitroindole in 100 ml. of methanol containing 400 mg. of sodium hydroxide in a 500-ml. Parr bottle was added 196 mg. of 10% palladium on charcoal. The suspension was shaken for 21/2 hours under an initial hydrogen pressure of 3 atmospheres (absorption ceased after 11/2 hours). The catalyst was removed by filtration and the pale yellow solution was evaporated on a rotary evaporator under reduced pressure. The residue was partitioned between 75 ml. of toluene a... Procedure: The intermediate 3-iodo-1H-pyrazolo[3,4-d]pyrimidin-4-amine) (0.5 g, 1.9 mmol; Apsel et al., 2008) was combined with cyclopentyl iodide (0.24 mL, 2.1 mmol), and 1.06 g K2CO3 in 20 mL DMF and heated to 45° C. under argon for 2 hours. The reaction was filtered to remove solid K2CO3. The filtrate was combined with brine, and the organic product was extracted in CH2Cl2 (3×50 mL). The combined organic layer was concentrated in vacuo and purified by silica gel chromatography (MeOH/chloroform; 5:95) to... Solvent: CC(=O)O (HOAc), C1CCOC1 (THF), CCO (EtOH), 1,2 methoxy ethane. Starting materials: C([O-])([O-])=O.[Na+].[Na+] (sodium carbonate), C1(CCCC1)N1N=C(C=2C1=NC=NC2N)C2=CC=C(C=C2)[N+](=O)[O-] (1-cyclopentyl-3-(4-nitrophenyl)-1H-pyrazolo[3,4-d]pyrimidin-4-amine), [N+](=O)([O-])C1=CC=C(C=C1)B(O)O (4-nitrophenyl boronic acid), C1(CCCC1)N1N=C(C=2C1=NC=NC2N)I (1-cyclopentyl-3-iodo-1H-pyrazolo[3,4-d]pyrimidin-4-amine). Reaction conditions: time 12 hour. As a reaction SMILES: [N+](C1C=CC(B(O)O)=CC=1)([O-])=O.C1(N2C3=NC=NC(N)=C3C(I)=N2)CCCC1.C(=O)([O-])[O-].[Na+].[Na+].[CH:35]1([N:40]2[C:44]3=[N:45][CH:46]=[N:47][C:48]([NH2:49])=[C:43]3[C:42]([C:50]3[CH:55]=[CH:54][C:53]([N+:56]([O-])=O)=[CH:52][CH:51]=3)=[N:41]2)[CH2:39][CH2:38][CH2:37][CH2:36]1>C1C=CC([P]([Pd]([P](C2C=CC=CC=2)(C2C=CC=CC=2)C2C=CC=CC=2)([P](C2C=CC=CC=2)(C2C=CC=CC=2)C2C=CC=CC=2)[P](C2C=CC=CC=2)(C2C=CC=CC=2)C2C=CC=CC=2)(C2C=CC=CC=2)C2C=CC=CC=2)=CC=1.[Pd].[Zn].CC(O)=O.C1COCC1.CCO>[NH2:56][C:53]1[CH:54]=[CH:55][C:50]([C:42]2[C:43]3[C:44](=[N:45][CH:46]=[N:47][C:48]=3[NH2:49])[N:40]([CH:35]3[CH2:39][CH2:38][CH2:37][CH2:36]3)[N:41]=2)=[CH:51][CH:52]=1 |f:2.3.4,6.7,^1:62,64,83,102|. Product: NC1=CC=C(C=C1)C1=NN(C2=NC=NC(=C21)N)C2CCCC2 (3-(4-aminophenyl)-1-cyclopentyl-1H-pyrazolo[3,4-d]pyrimidin-4-amine). Reagents/catalysts: [Zn] (zinc), C=1C=CC(=CC1)[P](C=2C=CC=CC2)(C=3C=CC=CC3)[Pd]([P](C=4C=CC=CC4)(C=5C=CC=CC5)C=6C=CC=CC6)([P](C=7C=CC=CC7)(C=8C=CC=CC8)C=9C=CC=CC9)[P](C=1C=CC=CC1)(C=1C=CC=CC1)C=1C=CC=CC1.[Pd] (tetrakis palladium). Starting materials: CC(=O)O, O=N[O-], Cc1cnc(Cn2c(N)cc(=O)[nH]c2=S)cn1, [Na+], [Na+], [Na+], O, O=S([O-])S(=O)[O-]. Product: Cc1cnc(Cn2c(N)c(N)c(=O)[nH]c2=S)cn1. As a reaction SMILES: [CH3:30][C:31](=[O:32])[OH:33].[N:18]([O-:19])=[O:20].[NH2:1][c:2]1[cH:3][c:4](=[O:17])[nH:5][c:6](=[S:16])[n:7]1[CH2:8][c:9]1[n:10][cH:11][c:12]([CH3:15])[n:13][cH:14]1.[Na+:21].[Na+:28].[Na+:29].[OH2:34].[S:22]([S:23]([O-:24])=[O:25])([O-:26])=[O:27]>>[NH2:1][c:2]1[c:3]([NH2:18])[c:4](=[O:17])[nH:5][c:6](=[S:16])[n:7]1[CH2:8][c:9]1[n:10][cH:11][c:12]([CH3:15])[n:13][cH:14]1. Yields the product C1(=CC=CC=C1)\C=C\C1=CC=CC=C1 ((E)-stilbene). Reactants: C1=CC=C(C=C1)/C=C/Br ((E)-2-bromostyrene), C1=CC=C(C=C1)/C=C/Br ((E)-2-bromostyrene), [I-].C1(=CC=CC=C1)[Zn+] (phenylzinc iodide), [I-].C1(=CC=CC=C1)[Zn+] (phenylzinc iodide), phosphine (p-C6F13CH2CH2C6H4)3P. Procedure details: In an illustrative example, a coupling reaction was conducted between (E)-2-bromostyrene (PhCH═CHBr) and phenylzinc iodide (PhZnI) promoted by a fluorous palladium catalyst. The catalyst was prepared from Pd2(dba)3 and the known fluorous phosphine (p-C6F13CH2CH2C6H4)3P. A mixture of the catalyst in FC-72 was contacted in a U-tube with a first organic phase containing (E)-2-bromostyrene in acetonitrile and a second organic phase containing phenylzinc iodide in THF. After one day at ambient temper... Run in C(C)#N (acetonitrile), C1CCOC1 (THF), C(C(C(C(F)(F)F)(F)F)(F)F)(C(C(F)(F)F)(F)F)(F)F (FC-72). Conditions: time 1 day. Reaction SMILES: [CH:1]1[CH:6]=[CH:5][C:4](/[CH:7]=[CH:8]/Br)=[CH:3][CH:2]=1.[I-].[C:11]1([Zn+])[CH:16]=[CH:15][CH:14]=[CH:13][CH:12]=1>[Pd].C(F)(F)(C(F)(F)C(F)(F)F)C(F)(F)C(F)(F)C(F)(F)F.C(#N)C.C1COCC1.C1C=CC(/C=C/C(/C=C/C2C=CC=CC=2)=O)=CC=1.C1C=CC(/C=C/C(/C=C/C2C=CC=CC=2)=O)=CC=1.C1C=CC(/C=C/C(/C=C/C2C=CC=CC=2)=O)=CC=1.[Pd].[Pd]>[C:4]1(/[CH:7]=[CH:8]/[C:11]2[CH:16]=[CH:15][CH:14]=[CH:13][CH:12]=2)[CH:5]=[CH:6][CH:1]=[CH:2][CH:3]=1 |f:1.2,7.8.9.10.11|. Reagents/catalysts: C=1C=CC(=CC1)/C=C/C(=O)/C=C/C2=CC=CC=C2.C=1C=CC(=CC1)/C=C/C(=O)/C=C/C2=CC=CC=C2.C=1C=CC(=CC1)/C=C/C(=O)/C=C/C2=CC=CC=C2.[Pd].[Pd] (Pd2(dba)3), [Pd] (palladium). The reactants are ClC1=C(C(=NC=C1)C)OC (4-chloro-3-methoxy-2-methylpyridine), C[O-].[Na+] (sodium methylate). The solvent is CO (methanol), CO (methanol). Yields the product COC=1C(=NC=CC1OC)C (3,4-dimethoxy-2-methylpyridine). RXN SMILES: Cl[C:2]1[CH:7]=[CH:6][N:5]=[C:4]([CH3:8])[C:3]=1[O:9][CH3:10].[CH3:11][O-:12].[Na+]>CO>[CH3:10][O:9][C:3]1[C:4]([CH3:8])=[N:5][CH:6]=[CH:7][C:2]=1[O:12][CH3:11] |f:1.2|. Reported procedure: To a solution of 4-chloro-3-methoxy-2-methylpyridine (3.2 g) in methanol (5 ml) was added dropwise under ice-cooling a solution of 28% sodium methylate in methanol (20 ml) and the mixture, refluxed for 10 hours, and concentrated to dryness. To the residue, were added ice-water (10 ml) and then chloroform (100 ml) in this order, and the chloroform layer was separated, washed with water, dried, and evaporated. The residue was purified by column chromatography on silica gel, to give 3,4-dimethoxy-2...